From a dataset of the Open Reaction Database (ORD), a public repository of structured organic reaction records. describe an organic reaction: reactants, conditions, products, and yield The reactants are C(C1=CC=CC=C1)N1C(N([C@@H](C1)C(=O)OC(C)(C)C)C(=O)OCC1=CC=CC=C1)=O (tert.-butyl (4S)-1-benzyl-3-benzyloxycarbonyl-2-oxo-imidazolidine-4-carboxylate). Reagents/catalysts: [Pd] (palladium-black). Run in CO (methanol). Product: C(C1=CC=CC=C1)N1C(N[C@@H](C1)C(=O)OC(C)(C)C)=O (tert.-butyl(4S)-1-benzyl-2-oxo-imidazolidine-4-carboxylate). Yield: 94.3%. As a reaction SMILES: [CH2:1]([N:8]1[CH2:12][C@@H:11]([C:13]([O:15][C:16]([CH3:19])([CH3:18])[CH3:17])=[O:14])[N:10](C(OCC2C=CC=CC=2)=O)[C:9]1=[O:30])[C:2]1[CH:7]=[CH:6][CH:5]=[CH:4][CH:3]=1>[Pd].CO>[CH2:1]([N:8]1[CH2:12][C@@H:11]([C:13]([O:15][C:16]([CH3:18])([CH3:17])[CH3:19])=[O:14])[NH:10][C:9]1=[O:30])[C:2]1[CH:3]=[CH:4][CH:5]=[CH:6][CH:7]=1. Procedure details: 7.4 g of tert.-butyl (4S)-1-benzyl-3-benzyloxycarbonyl-2-oxo-imidazolidine-4-carboxylate, 0.1 g of palladium-black and 200 ml of methanol are treated in the same manner as described in Example 1-(3). 4.7 g of tert.-butyl(4S)-1-benzyl-2-oxo-imidazolidine-4-carboxylate are obtained as colorless crystals. Yield: 94.3% Starting materials: CN (methylamine), O (water), C(#N)C=1C=C(C=CC1)S(=O)(=O)Cl (3-Cyano-benzenesulfonyl chloride). The solvent is C(Cl)Cl (DCM), C(Cl)Cl (DCM). Run at time 30 minute. Product: C(#N)C=1C=C(C=CC1)S(=O)(=O)NC (3-cyano-N-methyl-benzenesulfonamide). The yield is 99.0%. RXN SMILES: [CH3:1][NH2:2].O.[C:4]([C:6]1[CH:7]=[C:8]([S:12](Cl)(=[O:14])=[O:13])[CH:9]=[CH:10][CH:11]=1)#[N:5]>C(Cl)Cl>[C:4]([C:6]1[CH:7]=[C:8]([S:12]([NH:2][CH3:1])(=[O:14])=[O:13])[CH:9]=[CH:10][CH:11]=1)#[N:5]. Procedure details: A flask containing DCM (90 mL) and methylamine in water (40 wt %, 7.5 mmol) is chilled in an ice water bath with magnetic stirring. 3-Cyano-benzenesulfonyl chloride (5 g, 2.49 mmol) is added along with DCM (10 mL) to wash down the sides of the flask. After 30 min, concentrated HCl in water is added at 0° C., until the reaction is acidic (pH<4). Water (50 mL) is added and DCM is removed in vacuo. The residue is filtered to afford 3-cyano-N-methyl-benzenesulfonamide as a solid (99%). MS: 195 (M+H)... As a reaction SMILES: [CH2:37]([N+:38]([CH2:39][CH2:40][CH2:41][CH3:42])([CH2:43][CH2:44][CH2:45][CH3:46])[CH2:47][CH2:48][CH2:49][CH3:50])[CH2:51][CH2:52][CH3:53].[CH2:54]1[O:55][CH2:56][CH2:57][CH2:58]1.[Cl:9][c:10]1[c:11]([CH:18]([C:19](=[O:20])[c:21]2[cH:22][cH:23][c:24]3[c:25]([n:26]([CH3:30])[c:27](=[O:29])[o:28]3)[cH:31]2)[CH3:32])[cH:12][c:13]([O:16][CH3:17])[cH:14][cH:15]1.[F-:36].[F:1][C:2]([F:3])([F:4])[Si:5]([CH3:6])([CH3:7])[CH3:8].[OH2:33].[OH2:34].[OH2:35]>>[F:1][C:2]([F:3])([F:4])[C:19]([CH:18]([c:11]1[c:10]([Cl:9])[cH:15][cH:14][c:13]([O:16][CH3:17])[cH:12]1)[CH3:32])([OH:20])[c:21]1[cH:22][cH:23][c:24]2[c:25]([n:26]([CH3:30])[c:27](=[O:29])[o:28]2)[cH:31]1. The reactants are CCCC[N+](CCCC)(CCCC)CCCC, C1CCOC1, COc1ccc(Cl)c(C(C)C(=O)c2ccc3oc(=O)n(C)c3c2)c1, [F-], C[Si](C)(C)C(F)(F)F, O, O, O. Product: COc1ccc(Cl)c(C(C)C(O)(c2ccc3oc(=O)n(C)c3c2)C(F)(F)F)c1. Starting materials: C[Si]([O-])(C)C.[K+] (Potassium trimethylsilanolate), C1(CCCCC1)NC(=O)NC1=CC(=CC=C1)COCCOCCCCCCN1C(O[C@@H](C1)C1=CC2=C(OC(OC2)(C)C)C=C1)=O (N-cyclohexyl-N′-(3-{[2-({6-[(5R)-5-(2,2-dimethyl-4H-1,3-benzodioxin-6-yl)-2-oxo-1,3-oxazolidin-3-yl]hexyl}oxy)ethoxy]methyl}phenyl)urea), P(=O)([O-])([O-])[O-] (Phosphate). Solvent: C1CCOC1 (THF). Conditions: temperature 65 celsius. Product: C1(CCCCC1)NC(=O)NC1=CC(=CC=C1)COCCOCCCCCCNC[C@H](O)C1=CC2=C(OC(OC2)(C)C)C=C1 (N-Cyclohexyl-N′-[3-({2-[(6-{[(2R)-2-(2,2-dimethyl-4H-1,3-benzodioxin-6-yl)-2-hydroxyethyl]amino}hexyl)oxy]ethoxy}methyl)phenyl]urea). The yield is 69.6%. As a reaction SMILES: C[Si](C)(C)[O-].[K+].[CH:7]1([NH:13][C:14]([NH:16][C:17]2[CH:22]=[CH:21][CH:20]=[C:19]([CH2:23][O:24][CH2:25][CH2:26][O:27][CH2:28][CH2:29][CH2:30][CH2:31][CH2:32][CH2:33][N:34]3[CH2:38][C@@H:37]([C:39]4[CH:50]=[CH:49][C:42]5[O:43][C:44]([CH3:48])([CH3:47])[O:45][CH2:46][C:41]=5[CH:40]=4)[O:36]C3=O)[CH:18]=2)=[O:15])[CH2:12][CH2:11][CH2:10][CH2:9][CH2:8]1.P([O-])([O-])([O-])=O>C1COCC1>[CH:7]1([NH:13][C:14]([NH:16][C:17]2[CH:22]=[CH:21][CH:20]=[C:19]([CH2:23][O:24][CH2:25][CH2:26][O:27][CH2:28][CH2:29][CH2:30][CH2:31][CH2:32][CH2:33][NH:34][CH2:38][C@@H:37]([C:39]3[CH:50]=[CH:49][C:42]4[O:43][C:44]([CH3:47])([CH3:48])[O:45][CH2:46][C:41]=4[CH:40]=3)[OH:36])[CH:18]=2)=[O:15])[CH2:8][CH2:9][CH2:10][CH2:11][CH2:12]1 |f:0.1|. Procedure details: Potassium trimethylsilanolate (0.177 g) was added to a solution of N-cyclohexyl-N′-(3-{[2-({6-[(5R)-5-(2,2-dimethyl-4H-1,3-benzodioxin-6-yl)-2-oxo-1,3-oxazolidin-3-yl]hexyl}oxy)ethoxy]methyl}phenyl)urea (0.207 g) in deoxygenated anhydrous THF (6 ml) whilst stirring under nitrogen. The reaction mixture was heated to 65° C. for 4.5 h, at which point the reaction mixture was cooled to room temperature. Phosphate buffer (25 ml, pH6.5) was added and the mixture left to stir for 10 min before extracti...